Dataset: the Open Reaction Database (ORD), a public repository of structured organic reaction records. Task: describe an organic reaction: reactants, conditions, products, and yield Starting materials: P(=O)(OCC1=CC=CC=C1)(OCC1=CC=CC=C1)OC1(COC1)C1=NC=C(C=C1)C1=CC=C(C=C1)[C@@H]1[C@H](N(C(O1)(C)C)C(C(F)F)=O)CF (dibenzyl 3-(5-{4-[(4S,5R)-3-(difluoroacetyl)-4-(fluoromethyl)-2,2-dimethyl-1,3-oxazolidin-5-yl]phenyl}pyridin-2-yl)oxetan-3-yl phosphate), crude intermediate, FC(C(=O)O)(F)F (trifluoroacetic acid). Reagents/catalysts: [Pd] (Palladium on carbon). Run in C(C)O (ethanol), O (water), C(Cl)Cl (methylene chloride). Yields the product P(=O)(OC1(COC1)C1=NC=C(C=C1)C1=CC=C(C=C1)[C@H]([C@@H](CF)NC(C(F)F)=O)O)(O)O (3-[5-(4-{(1R,2S)-2-[(difluoroacetyl)amino]-3-fluoro-1-hydroxypropyl}phenyl)pyridin-2-yl]oxetan-3-yl dihydrogen phosphate). Yield: 36.7%. RXN SMILES: [P:1]([O:19][C:20]1([C:24]2[CH:29]=[CH:28][C:27]([C:30]3[CH:35]=[CH:34][C:33]([C@H:36]4[O:40]C(C)(C)[N:38]([C:43](=[O:47])[CH:44]([F:46])[F:45])[C@@H:37]4[CH2:48][F:49])=[CH:32][CH:31]=3)=[CH:26][N:25]=2)[CH2:23][O:22][CH2:21]1)([O:11]CC1C=CC=CC=1)([O:3]CC1C=CC=CC=1)=[O:2].FC(F)(F)C(O)=O>[Pd].C(O)C.O.C(Cl)Cl>[P:1]([OH:11])([OH:3])([O:19][C:20]1([C:24]2[CH:29]=[CH:28][C:27]([C:30]3[CH:31]=[CH:32][C:33]([C@@H:36]([OH:40])[C@H:37]([NH:38][C:43](=[O:47])[CH:44]([F:46])[F:45])[CH2:48][F:49])=[CH:34][CH:35]=3)=[CH:26][N:25]=2)[CH2:21][O:22][CH2:23]1)=[O:2]. Reported procedure: 10% Palladium on carbon (45.1 mg, 0.042 mmol) is added to a degassed solution of the product of step 1, Example 24 (451.0 mg, 0.687 mmol) in ethanol (17.1 mL) and water (3.42 mL). After purging with nitrogen, 1 atm of hydrogen is bubbled through the reaction mixture for 5 min before being left under 1 atm of hydrogen. After 1 hour the reaction mixture is filtered through solka floc, and the cake washed with ethanol. The filtrate is concentrated and azeotroped with ethanol to afford a white foam.... Starting materials: CO, NCCC=Cc1cccc(Cl)c1, [H][H], O, O=[Pt]=O. Product: NCCCCc1cccc(Cl)c1. Reaction SMILES: [CH3:15][OH:16].[Cl:1][c:2]1[cH:3][c:4]([CH:8]=[CH:9][CH2:10][CH2:11][NH2:12])[cH:5][cH:6][cH:7]1.[H:13][H:14].[OH2:17].[Pt:18](=[O:19])=[O:20]>>[Cl:1][c:2]1[cH:3][c:4]([CH2:8][CH2:9][CH2:10][CH2:11][NH2:12])[cH:5][cH:6][cH:7]1. Starting materials: ClC=1C=CC(=C(C(=O)O)C1)O (5-chloro-2-hydroxy-benzoic acid), CC1=C(C=CC=C1)B(O)O (2-methylphenylboronic acid), C(=O)([O-])[O-].[K+].[K+] (K2CO3). The reagents and catalysts are [Pd] (Pd), [Pd] (Pd), CC(=O)[O-].CC(=O)[O-].[Pd+2] (Pd(OAc)2), C1(CCCCC1)P(C1=C(C=CC=C1)C1=C(C(=CC=C1OC)S(=O)(=O)[O-])OC)C1CCCCC1.[Na+] (sodium 2-dicyclohexylphosphino-2′,6′-dimethoxybiphenyl-3′-sulfonate). Run in O (water), O (water). Product: OC1=C(C=C(C=C1)C1=C(C=CC=C1)C)C(=O)O (4-hydroxy-2′-methyl-biphenyl-3-carboxylic acid). The yield is 95.1%. As a reaction SMILES: Cl[C:2]1[CH:3]=[CH:4][C:5]([OH:11])=[C:6]([CH:10]=1)[C:7]([OH:9])=[O:8].[CH3:12][C:13]1[CH:18]=[CH:17][CH:16]=[CH:15][C:14]=1B(O)O.C([O-])([O-])=O.[K+].[K+]>O.[Pd].CC([O-])=O.CC([O-])=O.[Pd+2].C1(P(C2CCCCC2)C2C=CC=CC=2C2C(OC)=CC=C(S([O-])(=O)=O)C=2OC)CCCCC1.[Na+]>[OH:11][C:5]1[CH:4]=[CH:3][C:2]([C:14]2[CH:15]=[CH:16][CH:17]=[CH:18][C:13]=2[CH3:12])=[CH:10][C:6]=1[C:7]([OH:9])=[O:8] |f:2.3.4,7.8.9,10.11|. Reported procedure: Using 0.1 mol % Pd. The general procedure described in Example 3 was used with 5-chloro-2-hydroxy-benzoic acid (173 mg, 1.00 mmol), 2-methylphenylboronic acid (163 mg, 1.20 mmol), K2CO3 (345 mg, 2.50 mmol), water (2.0 mL), Pd/L solution (0.200 mL of a Pd(OAc)2 (1.1 mg, 0.005 mmol, 0.5 mol %), sodium 2-dicyclohexylphosphino-2′,6′-dimethoxybiphenyl-3′-sulfonate (5.0 mg, 0.010 mmol, 1 mol %) solution in 1.0 mL water), 12 h, 100° C. The product was isolated as a white solid (217 mg, 96%). Mp=151° C.... The reactants are O.C1(=CC=C(C=C1)S(=O)(=O)O)C (p-toluenesulphonic acid monohydrate), [OH-].[Na+] (sodium hydroxide), Cl.C(N)(=N)C1=CC=C(C=C1)NCC1=NC2=C(N1C)C=CC(=C2)[C@](C)(C(=O)N2CCCC2)NCC(=O)OCCC ((R)-2-(4-amidinophenylaminomethyl)-1-methyl-5-[1-(n-propyloxycarbonylmethylamino)-1-(pyrrolidinocarbonyl)-ethyl]-benzimidazole-hydro-chloride). The solvent is O (water), C(CC)O (n-propanol), O (water). Reaction conditions: temperature 0 celsius, time 30 minute. Yields the product C1(=CC=C(C=C1)S(=O)(=O)O)C.C(N)(=N)C1=CC=C(C=C1)NCC1=NC2=C(N1C)C=CC(=C2)[C@](C)(C(=O)N2CCCC2)NCC(=O)OCCC ((R)-2-(4-amidinophenylaminomethyl)-1-methyl-5-[1-(n-propyloxycarbonylmethylamino)-1-(pyrrolidinocarbonyl)-ethyl]-benzimidazole-p-toluenesulphonic acid salt). Yield: 46.1%. RXN SMILES: Cl.[C:2]([C:5]1[CH:10]=[CH:9][C:8]([NH:11][CH2:12][C:13]2[N:17]([CH3:18])[C:16]3[CH:19]=[CH:20][C:21]([C@@:23]([NH:32][CH2:33][C:34]([O:36][CH2:37][CH2:38][CH3:39])=[O:35])([C:25]([N:27]4[CH2:31][CH2:30][CH2:29][CH2:28]4)=[O:26])[CH3:24])=[CH:22][C:15]=3[N:14]=2)=[CH:7][CH:6]=1)(=[NH:4])[NH2:3].O.[C:41]1([CH3:51])[CH:46]=[CH:45][C:44]([S:47]([OH:50])(=[O:49])=[O:48])=[CH:43][CH:42]=1.[OH-].[Na+]>C(O)CC.O>[C:41]1([CH3:51])[CH:42]=[CH:43][C:44]([S:47]([OH:50])(=[O:48])=[O:49])=[CH:45][CH:46]=1.[C:2]([C:5]1[CH:10]=[CH:9][C:8]([NH:11][CH2:12][C:13]2[N:17]([CH3:18])[C:16]3[CH:19]=[CH:20][C:21]([C@@:23]([NH:32][CH2:33][C:34]([O:36][CH2:37][CH2:38][CH3:39])=[O:35])([C:25]([N:27]4[CH2:31][CH2:30][CH2:29][CH2:28]4)=[O:26])[CH3:24])=[CH:22][C:15]=3[N:14]=2)=[CH:7][CH:6]=1)(=[NH:3])[NH2:4] |f:0.1,2.3,4.5,8.9|. Reported procedure: 1.22 kg of the crude hydrochloride described above are dissolved with stirring in 1.05 L n-propanol and 5.6 L water by heating to 55° C. To this solution is added a solution of 530 g of p-toluenesulphonic acid monohydrate and 146 mL of a 50% sodium hydroxide solution in 4.2 L of water. The resulting mixture is cooled to 0° C. and stirred for 30 minutes at this temperature. The suspension is suction filtered and washed with 3.5 L of water. The filter cake is dried in the circulating air drier at ... Reactants: C(C)OC(=O)C1(CCNCC1)CCOC (4-(2-methoxy-ethyl)-piperidine-4-carboxylic acid ethyl ester), IC1=C(C=CC=C1)S(=O)(=O)Cl (2-Iodo-benzenesulfonyl chloride), C(C)C1=CC=C(N)C=C1 (4-(ethyl)-aniline). Yields the product C(C)C1=CC=C(C=C1)N1C(C2(CC1)CCN(CC2)S(=O)(=O)C2=C(C=CC=C2)I)=O (2-(4-Ethyl-phenyl)-8-(2-iodo-benzenesulfonyl)-2,8-diaza-spiro[4.5]decan-1-one). As a reaction SMILES: C(O[C:4]([C:6]1([CH2:12][CH2:13]OC)[CH2:11][CH2:10][NH:9][CH2:8][CH2:7]1)=[O:5])C.[I:16][C:17]1[CH:22]=[CH:21][CH:20]=[CH:19][C:18]=1[S:23](Cl)(=[O:25])=[O:24].[CH2:27]([C:29]1[CH:35]=[CH:34][C:32]([NH2:33])=[CH:31][CH:30]=1)[CH3:28]>>[CH2:27]([C:29]1[CH:35]=[CH:34][C:32]([N:33]2[CH2:13][CH2:12][C:6]3([CH2:7][CH2:8][N:9]([S:23]([C:18]4[CH:19]=[CH:20][CH:21]=[CH:22][C:17]=4[I:16])(=[O:25])=[O:24])[CH2:10][CH2:11]3)[C:4]2=[O:5])=[CH:31][CH:30]=1)[CH3:28]. Procedure details: Amorphous brown solid. MS (ESI) 525.07 (MH+). This example was prepared in analogy to example 1 step C) to D) from 4-(2-methoxy-ethyl)-piperidine-4-carboxylic acid ethyl ester (example 1 step B)), 2-Iodo-benzenesulfonyl chloride and 4-(ethyl)-aniline. The reactants are CCOC(=O)c1c(CC)nc2c(cnn2CC)c1NC1CCOCC1, CO, Cl, [Li+], [OH-], O. Yields the product CCc1nc2c(cnn2CC)c(NC2CCOCC2)c1C(=O)O. RXN SMILES: [CH2:1]([CH3:2])[n:3]1[n:4][cH:5][c:6]2[c:7]1[n:8][c:9]([CH2:24][CH3:25])[c:10]([C:19](=[O:20])[O:21][CH2:22][CH3:23])[c:11]2[NH:12][CH:13]1[CH2:14][CH2:15][O:16][CH2:17][CH2:18]1.[CH3:28][OH:29].[ClH:30].[Li+:27].[OH-:26].[OH2:31]>>[CH2:1]([CH3:2])[n:3]1[n:4][cH:5][c:6]2[c:7]1[n:8][c:9]([CH2:24][CH3:25])[c:10]([C:19](=[O:20])[OH:21])[c:11]2[NH:12][CH:13]1[CH2:14][CH2:15][O:16][CH2:17][CH2:18]1.